This data is from the Open Reaction Database (ORD), a public repository of structured organic reaction records. The task is: describe an organic reaction: reactants, conditions, products, and yield The reactants are C(C)(C)(C)OC(=O)N[C@@H](CCOC1=CC=C(C=C1)B1OC(C(O1)(C)C)(C)C)C(=O)OC1CCCC1 (Cyclopentyl N-(tert-butoxycarbonyl)-O-[4-(4,4,5,5-tetramethyl-1,3,2-dioxaborolan-2-yl)phenyl]-L-homoserinate), BrC1=C(C=C(C=C1)O)C (4-bromo-3-methyl-phenol). The product is C(C)(C)(C)OC(=O)N[C@@H](CCOC1=CC(=C(C=C1)B1OC(C(O1)(C)C)(C)C)C)C(=O)OC1CCCC1 (Cyclopentyl N-(tert-butoxycarbonyl)-O-[3-methyl-4-(4,4,5,5-tetramethyl-1,3,2-dioxaborolan-2-yl)phenyl]-L-homoserinate). As a reaction SMILES: [C:1]([O:5][C:6]([NH:8][C@H:9]([C:28]([O:30][CH:31]1[CH2:35][CH2:34][CH2:33][CH2:32]1)=[O:29])[CH2:10][CH2:11][O:12][C:13]1[CH:18]=[CH:17][C:16]([B:19]2[O:23][C:22]([CH3:25])([CH3:24])[C:21]([CH3:27])([CH3:26])[O:20]2)=[CH:15][CH:14]=1)=[O:7])([CH3:4])([CH3:3])[CH3:2].Br[C:37]1C=CC(O)=CC=1C>>[C:1]([O:5][C:6]([NH:8][C@H:9]([C:28]([O:30][CH:31]1[CH2:32][CH2:33][CH2:34][CH2:35]1)=[O:29])[CH2:10][CH2:11][O:12][C:13]1[CH:18]=[CH:17][C:16]([B:19]2[O:20][C:21]([CH3:26])([CH3:27])[C:22]([CH3:25])([CH3:24])[O:23]2)=[C:15]([CH3:37])[CH:14]=1)=[O:7])([CH3:2])([CH3:3])[CH3:4]. Reported procedure: Synthesised by analogous methods to Intermediate 2b, using 4-bromo-3-methyl-phenol at Stage 6 of Scheme 2. m/z 504 [M+H]+. Reactants: ClC=1C(=C(C=CC1)NC1=NC=NC2=CC(=C(C=C12)CO)OC)F ({4-[(3-Chloro-2-fluorophenyl)amino]-7-methoxyquinazolin-6-yl}methanol), S(=O)(Cl)Cl (thionyl chloride). Run at time 30 minute. Product: hydrochloride salt, ClC=1C(=C(C=CC1)NC1=NC=NC2=CC(=C(C=C12)CCl)OC)F (N-(3-chloro-2-fluorophenyl)-6-(chloromethyl)-7-methoxyquinazolin-4-amine). Yield: 100.0%. As a reaction SMILES: [Cl:1][C:2]1[C:3]([F:23])=[C:4]([NH:8][C:9]2[C:18]3[C:13](=[CH:14][C:15]([O:21][CH3:22])=[C:16]([CH2:19]O)[CH:17]=3)[N:12]=[CH:11][N:10]=2)[CH:5]=[CH:6][CH:7]=1.S(Cl)([Cl:26])=O>>[Cl:1][C:2]1[C:3]([F:23])=[C:4]([NH:8][C:9]2[C:18]3[C:13](=[CH:14][C:15]([O:21][CH3:22])=[C:16]([CH2:19][Cl:26])[CH:17]=3)[N:12]=[CH:11][N:10]=2)[CH:5]=[CH:6][CH:7]=1. Procedure: {4-[(3-Chloro-2-fluorophenyl)amino]-7-methoxyquinazolin-6-yl}methanol (0.20 g, 0.604 mmol) was added to neat thionyl chloride (1 ml) over a period of 5 minutes. The resulting solution was stirred for 30 minutes, concentrated to dryness and the residue was subjected to an azeotropic distillation with toluene (2×10 ml). The resulting solid was triturated with acetonitrile (5 ml) filtered and dried to a constant weight in a vacuum oven at 40° C. to give the hydrochloride salt of N-(3-chloro-2-fluor... Reactants: C(C)(=O)SC(C(=O)O)CC(C1=CC=CC=C1)=O (2-acetylthio-3-benzoylpropionic acid), S(O)(O)(=O)=O (sulfuric acid). Run in C(C)(=O)O (acetic acid). Run at time 2 hour. Yields the product C(C1=CC=CC=C1)(=O)CC(C(=O)O)S (3-benzoyl-2-mercaptopropionic acid). The yield is 83.8%. Reaction SMILES: C([S:4][CH:5]([CH2:9][C:10](=[O:17])[C:11]1[CH:16]=[CH:15][CH:14]=[CH:13][CH:12]=1)[C:6]([OH:8])=[O:7])(=O)C.S(=O)(=O)(O)O>C(O)(=O)C>[C:10]([CH2:9][CH:5]([SH:4])[C:6]([OH:8])=[O:7])(=[O:17])[C:11]1[CH:16]=[CH:15][CH:14]=[CH:13][CH:12]=1. Procedure: To a solution of 2.52 g of 2-acetylthio-3-benzoylpropionic acid in 20 ml of glacial acetic acid was added 4 ml of 10N sulfuric acid, and the mixture was refluxed at heating with stirring for 2 hours. The acetic acid was removed from the mixture by evaporation under reduced pressure, and ethyl acetate was added to the residue. The mixture was washed with water and dried over magnesium sulfate, and the ethyl acetate was removed from the mixture by evaporation. The residue was purified by silica ge... Reactants: ClC=1C=C(C(=O)OC)C=CN1 (Methyl 2-chloroisonicotinate), C(C)(C)(C)C=1C=C(C=CC1)B1OC(C(O1)(C)C)(C)C (2-(3-tert-butylphenyl)-4,4,5,5-tetramethyl-1,3,2-dioxaborolane), C([O-])([O-])=O.[K+].[K+] (potassium carbonate), Cl (Hydrogen chloride). Reagents/catalysts: Cl[Pd]Cl (PdCl2). Run in CO (methanol), O (water), C(Cl)Cl (DCM), CO (methanol). Run at temperature 100 celsius. Product: Cl.C(C)(C)(C)C=1C=C(C=CC1)C=1C=C(C(=O)OC)C=CN1 (methyl 2-(3-tert-butylphenyl)isonicotinate hydrochloride). Yield: 70.6%. RXN SMILES: [Cl:1][C:2]1[CH:3]=[C:4]([CH:9]=[CH:10][N:11]=1)[C:5]([O:7][CH3:8])=[O:6].[C:12]([C:16]1[CH:17]=[C:18](B2OC(C)(C)C(C)(C)O2)[CH:19]=[CH:20][CH:21]=1)([CH3:15])([CH3:14])[CH3:13].C(=O)([O-])[O-].[K+].[K+].Cl>CO.Cl[Pd]Cl.O.C(Cl)Cl>[ClH:1].[C:12]([C:16]1[CH:21]=[C:20]([C:2]2[CH:3]=[C:4]([CH:9]=[CH:10][N:11]=2)[C:5]([O:7][CH3:8])=[O:6])[CH:19]=[CH:18][CH:17]=1)([CH3:15])([CH3:14])[CH3:13] |f:2.3.4,10.11|. Reported procedure: Methyl 2-chloroisonicotinate (1.7 g, 9.91 mmol), 2-(3-tert-butylphenyl)-4,4,5,5-tetramethyl-1,3,2-dioxaborolane (3.393 g, 13.04 mmol), potassium carbonate (2.054 g, 14.86 mmol) and PdCl2 (dppf) (0.215 g, 0.30 mmol) were mixed in methanol (14 mL) in a 20 mL microwave vial. The vial was capped and heated at 100° C. for 10 min in a single node microwave reactor. The reaction mixture was suspended in methanol, the solids removed by filtration and the filtrate evaporated to yield a dark red slurry. D... Reactants: CC(C)C(=O)Nc1cccc(C2CCNCC2)c1, CC(CCl)COc1ccccc1Cl. Yields the product CC(COc1ccccc1Cl)CN1CCC(c2cccc(NC(=O)C(C)C)c2)CC1. As a reaction SMILES: [CH3:14][CH:15]([C:16](=[O:17])[NH:18][c:19]1[cH:20][c:21]([CH:25]2[CH2:26][CH2:27][NH:28][CH2:29][CH2:30]2)[cH:22][cH:23][cH:24]1)[CH3:31].[Cl:1][c:2]1[c:3]([O:8][CH2:9][CH:10]([CH2:11][Cl:12])[CH3:13])[cH:4][cH:5][cH:6][cH:7]1>>[Cl:1][c:2]1[c:3]([O:8][CH2:9][CH:10]([CH2:11][N:28]2[CH2:27][CH2:26][CH:25]([c:21]3[cH:20][c:19]([NH:18][C:16]([CH:15]([CH3:14])[CH3:31])=[O:17])[cH:24][cH:23][cH:22]3)[CH2:30][CH2:29]2)[CH3:13])[cH:4][cH:5][cH:6][cH:7]1. The reactants are CCOC(C)=O, [Na+], [Na+], C1COCCO1, CC1C(CC2CCC(c3ccccc3)CC2)C(=O)N1OC1CCCCO1, [OH-], O, O=S(=O)([O-])O. Yields the product CC(NOC1CCCCO1)C(CC1CCC(c2ccccc2)CC1)C(=O)O. RXN SMILES: [CH3:42][CH2:43][O:44][C:45]([CH3:46])=[O:47].[Na+:2].[Na+:35].[O:36]1[CH2:37][CH2:38][O:39][CH2:40][CH2:41]1.[O:3]1[CH:4]([O:9][N:10]2[C:11](=[O:28])[CH:12]([CH2:15][CH:16]3[CH2:17][CH2:18][CH:19]([c:22]4[cH:23][cH:24][cH:25][cH:26][cH:27]4)[CH2:20][CH2:21]3)[CH:13]2[CH3:14])[CH2:5][CH2:6][CH2:7][CH2:8]1.[OH-:1].[OH2:29].[S:30](=[O:31])([O-:32])([OH:33])=[O:34]>>[O:3]1[CH:4]([O:9][NH:10][CH:13]([CH:12]([C:11]([OH:28])=[O:31])[CH2:15][CH:16]2[CH2:17][CH2:18][CH:19]([c:22]3[cH:23][cH:24][cH:25][cH:26][cH:27]3)[CH2:20][CH2:21]2)[CH3:14])[CH2:5][CH2:6][CH2:7][CH2:8]1. The product is ClC=1C=C(C=CC1Cl)N1C(SCC1=O)=S (3-(3',4'-dichlorophenyl)-rhodanine). Reaction SMILES: [Cl:1][C:2]1[CH:3]=[C:4]([N:9]=[C:10]=[S:11])[CH:5]=[CH:6][C:7]=1[Cl:8].[SH:12][CH2:13][C:14]([OH:16])=O>C(N(CC)CC)C>[Cl:1][C:2]1[CH:3]=[C:4]([N:9]2[C:14](=[O:16])[CH2:13][S:12][C:10]2=[S:11])[CH:5]=[CH:6][C:7]=1[Cl:8]. Procedure: A mixture of 6.12 g. (0.03 m.) of 3,4-dichlorophenyl isothiocyanate, 2.8 ml. (3.68 g., 0.04 m.) of mercaptoacetic acid and a few drops of triethylamine is heated in a pressure bottle at 110°-130°C. for 2 hours. The cooled reaction mixture is filtered to give 3-(3',4'-dichlorophenyl)-rhodanine, m.p. 176°-178°C. Reagents/catalysts: C(C)N(CC)CC (triethylamine). Reactants: ClC=1C=C(C=CC1Cl)N=C=S (3,4-dichlorophenyl isothiocyanate), SCC(=O)O (mercaptoacetic acid).